This data is from the Open Reaction Database (ORD), a public repository of structured organic reaction records. The task is: describe an organic reaction: reactants, conditions, products, and yield Reactants: COC1=C(C(=O)OC)C=C(C=C1)C=1N=NN(N1)C (Methyl 2-methoxy-5-(2-methyl-2H-tetrazol-5-yl)benzoate), [H-].C(C(C)C)[Al+]CC(C)C (diisobutylaluminum hydride). Run in C(Cl)Cl (methylene chloride). Conditions: temperature -78 celsius, time 1 hour. Yields the product COC1=C(C=C(C=C1)C=1N=NN(N1)C)CO ((2-Methoxy-5-(2-methyl-2H-tetrazol-5-yl)phenyl)methanol). Reaction SMILES: [CH3:1][O:2][C:3]1[CH:12]=[CH:11][C:10]([C:13]2[N:14]=[N:15][N:16]([CH3:18])[N:17]=2)=[CH:9][C:4]=1[C:5](OC)=[O:6].[H-].C([Al+]CC(C)C)C(C)C>C(Cl)Cl>[CH3:1][O:2][C:3]1[CH:12]=[CH:11][C:10]([C:13]2[N:14]=[N:15][N:16]([CH3:18])[N:17]=2)=[CH:9][C:4]=1[CH2:5][OH:6] |f:1.2|. Procedure: Methyl 2-methoxy-5-(2-methyl-2H-tetrazol-5-yl)benzoate (130 mg, 0.52 mmol) was dissolved in methylene chloride (2 mL), cooled to −78° C. and treated with diisobutylaluminum hydride (1 M in methylene chloride, 1.5 mL, 1.5 mmol). After stirring at −78° C. for 1 h the reaction was quenched by a few drops of methanol (until no bubbling was observed) followed by addition of excess saturated sodium potassium tartarate (2 mL). The reaction was stirred at room temperature overnight, the layers were sepa... The reactants are CCO, NN, O, O=C1CCN(c2ccncc2)CC1. The product is NN=C1CCN(c2ccncc2)CC1. As a reaction SMILES: [CH3:17][CH2:18][OH:19].[NH2:15][NH2:16].[OH2:14].[n:1]1[cH:2][cH:3][c:4]([N:7]2[CH2:8][CH2:9][C:10](=[O:13])[CH2:11][CH2:12]2)[cH:5][cH:6]1>>[n:1]1[cH:2][cH:3][c:4]([N:7]2[CH2:8][CH2:9][C:10](=[N:15][NH2:16])[CH2:11][CH2:12]2)[cH:5][cH:6]1. The product is CCOC(=O)Cc1c(-c2ccc(OC)cc2)nc2ccc(C)cn12. Reactants: CCOC(=O)C(O)c1c(-c2ccc(OC)cc2)nc2ccc(C)cn12, CCOC(C)=O, ClCCl. Reaction SMILES: [CH2:1]([CH3:2])[O:3][C:4]([CH:5]([c:6]1[c:7](-[c:16]2[cH:17][cH:18][c:19]([O:22][CH3:23])[cH:20][cH:21]2)[n:8][c:9]2[n:10]1[cH:11][c:12]([CH3:15])[cH:13][cH:14]2)[OH:24])=[O:25].[CH3:29][CH2:30][O:31][C:32]([CH3:33])=[O:34].[Cl:26][CH2:27][Cl:28]>>[CH2:1]([CH3:2])[O:3][C:4]([CH2:5][c:6]1[c:7](-[c:16]2[cH:17][cH:18][c:19]([O:22][CH3:23])[cH:20][cH:21]2)[n:8][c:9]2[n:10]1[cH:11][c:12]([CH3:15])[cH:13][cH:14]2)=[O:25]. Procedure: A solution of ethyl 4-methyl-1,3-thiazole-2-carboxylate (I120) (208 mg, 1.215 mmol) in ethanol (6.028 ml) was stirred at room temperature under an atmosphere of argon. Hydrazine (0.046 ml, 1.458 mmol) was added and the solution was heated to reflux for 18 hours. The solution was cooled to room temperature and then the solvent was removed under reduced pressure to give a pale yellow coloured solid of desired product in 115 mg. Starting materials: CC=1N=C(SC1)C(=O)OCC (ethyl 4-methyl-1,3-thiazole-2-carboxylate), NN (Hydrazine). Yields the product CC=1N=C(SC1)C(=O)NN (4-Methyl-1,3-thiazole-2-carbohydrazide). Reaction SMILES: [CH3:1][C:2]1[N:3]=[C:4]([C:7]([O:9]CC)=O)[S:5][CH:6]=1.[NH2:12][NH2:13]>C(O)C>[CH3:1][C:2]1[N:3]=[C:4]([C:7]([NH:12][NH2:13])=[O:9])[S:5][CH:6]=1. Solvent: C(C)O (ethanol). The reactants are CO, ClC(Cl)Cl, CC(NC(=O)Cc1cc(F)cc(F)c1)C(=O)O, CCOC(=O)C(N)c1cccnc1. Yields the product CCOC(=O)C(NC(=O)C(C)NC(=O)Cc1cc(F)cc(F)c1)c1cccnc1. RXN SMILES: [CH3:35][OH:36].[Cl:31][CH:32]([Cl:33])[Cl:34].[F:1][c:2]1[cH:3][c:4]([CH2:9][C:10](=[O:11])[NH:12][CH:13]([CH3:14])[C:15](=[O:16])[OH:17])[cH:5][c:6]([F:8])[cH:7]1.[NH2:18][CH:19]([C:20](=[O:21])[O:22][CH2:23][CH3:24])[c:25]1[cH:26][n:27][cH:28][cH:29][cH:30]1>>[F:1][c:2]1[cH:3][c:4]([CH2:9][C:10](=[O:11])[NH:12][CH:13]([CH3:14])[C:15](=[O:17])[NH:18][CH:19]([C:20](=[O:21])[O:22][CH2:23][CH3:24])[c:25]2[cH:26][n:27][cH:28][cH:29][cH:30]2)[cH:5][c:6]([F:8])[cH:7]1. Starting materials: C1OC=2C=C(CCN)C=CC2O1 (3,4-methylenedioxyphenethylamine), ClC=1C2=C(N=C(N1)C=1C=NC=CC1)SC(=C2)C (4-chloro-2-(pyridin-3-yl)-6-methyl-thieno-[2,3-d]-pyrimidine). Product: N1=CC(=CC=C1)C=1N=C(C2=C(N1)SC(=C2)C)NCCC2=CC1=C(C=C2)OCO1 (2-(pyridin-3-yl)-4-(3,4-methylenedioxyphenethylamino)-6-methyl-thieno-[2,3-d]-pyrimidine). Reaction SMILES: [CH2:1]1[O:12][C:11]2[CH:10]=[CH:9][C:5]([CH2:6][CH2:7][NH2:8])=[CH:4][C:3]=2[O:2]1.Cl[C:14]1[C:15]2[CH:28]=[C:27]([CH3:29])[S:26][C:16]=2[N:17]=[C:18]([C:20]2[CH:21]=[N:22][CH:23]=[CH:24][CH:25]=2)[N:19]=1>>[N:22]1[CH:23]=[CH:24][CH:25]=[C:20]([C:18]2[N:19]=[C:14]([NH:8][CH2:7][CH2:6][C:5]3[CH:9]=[CH:10][C:11]4[O:12][CH2:1][O:2][C:3]=4[CH:4]=3)[C:15]3[CH:28]=[C:27]([CH3:29])[S:26][C:16]=3[N:17]=2)[CH:21]=1. Reported procedure: With the procedure of Example 1, the reaction of 3,4-methylenedioxyphenethylamine with 4-chloro-2-(pyridin-3-yl)-6-methyl-thieno-[2,3-d]-pyrimidine yields 2-(pyridin-3-yl)-4-(3,4-methylenedioxyphenethylamino)-6-methyl-thieno-[2,3-d]-pyrimidine. Starting materials: C(#CCCCCCC)C=1C=C(C=NC1)OC[C@H]1N(CC1)C(=O)OC(C)(C)C (5-octynyl-3-(1-BOC-2-(S)-azetidinylmethoxy)pyridine), C(Cl)Cl (CH2Cl2), C(=O)(O)[O-].[Na+] (NaHCO3). Run in C(=O)(C(F)(F)F)O (TFA). The product is Cl.Cl.C(#CCCCCCC)C=1C=C(C=NC1)OC[C@H]1NCC1 (5-octynyl-3-(2-(S)-azetidinylmethoxy)pyridine dihydrochloride). Reaction SMILES: [C:1]([C:9]1[CH:10]=[C:11]([O:15][CH2:16][C@@H:17]2[CH2:20][CH2:19][N:18]2C(OC(C)(C)C)=O)[CH:12]=[N:13][CH:14]=1)#[C:2][CH2:3][CH2:4][CH2:5][CH2:6][CH2:7][CH3:8].C([O-])(O)=O.[Na+].C(Cl)[Cl:34]>C(O)(C(F)(F)F)=O>[ClH:34].[ClH:34].[C:1]([C:9]1[CH:10]=[C:11]([O:15][CH2:16][C@@H:17]2[CH2:20][CH2:19][NH:18]2)[CH:12]=[N:13][CH:14]=1)#[C:2][CH2:3][CH2:4][CH2:5][CH2:6][CH2:7][CH3:8] |f:1.2,5.6.7|. Procedure details: A sample of 5-octynyl-3-(1-BOC-2-(S)-azetidinylmethoxy)pyridine from step 63a in CH2Cl2 (3 mL) and TFA (2 mL) was stirred for 30 minutes at 0° C. The residue was neutralized with NaHCO3 to pH 8, then extracted with CH2Cl2, which was dried over MgSO4 and concentrated. The residue was chromatographed on a silica gel column, eluting with CH2Cl2 :MeOH 10:5 to 10:11 to afford the free base of the title compound (178 mg). MS (CI/NH3) m/z 273 (M+H)+. 1H NMR (CDCl3, 300 MHz) δ0.90 (m, 3H), 1.32 (m, 4H),...